From a dataset of the Open Reaction Database (ORD), a public repository of structured organic reaction records. describe an organic reaction: reactants, conditions, products, and yield Reactants: CCCN(C)C(=O)c1cc(C(=O)OC)cc(C(F)(F)c2ccco2)c1, CO, Cl, [Na+], [OH-]. Product: CCCN(C)C(=O)c1cc(C(=O)O)cc(C(F)(F)c2ccco2)c1. RXN SMILES: [CH3:1][O:2][C:3]([c:4]1[cH:5][c:6]([C:7](=[O:8])[N:9]([CH2:10][CH2:11][CH3:12])[CH3:13])[cH:14][c:15]([C:17]([c:18]2[o:19][cH:20][cH:21][cH:22]2)([F:23])[F:24])[cH:16]1)=[O:25].[CH3:29][OH:30].[ClH:28].[Na+:27].[OH-:26]>>[O:2]=[C:3]([c:4]1[cH:5][c:6]([C:7](=[O:8])[N:9]([CH2:10][CH2:11][CH3:12])[CH3:13])[cH:14][c:15]([C:17]([c:18]2[o:19][cH:20][cH:21][cH:22]2)([F:23])[F:24])[cH:16]1)[OH:25]. Starting materials: ClC1=CC=C(C(=O)N(C2=CC=C(OC)C=C2)C(C(=O)O)C)C=C1 (N-(p-chlorobenzoyl)-2-(p-anisidino)propionic acid), COC1=CC=C(C=C1)NCCCC(=O)OC (methyl 4-(p-anisidino)butyrate). Yields the product ClC1=CC=C(C(=O)N(C2=CC=C(OC)C=C2)C(C(=O)N(C2=CC=C(OC)C=C2)CCCC(=O)OC)C)C=C1 (methyl N-[N-(p-chlorobenzoyl)-2-(p-anisidino)propionyl]-4-(p-anisidino)butyrate). RXN SMILES: [Cl:1][C:2]1[CH:23]=[CH:22][C:5]([C:6]([N:8]([CH:17]([CH3:21])[C:18](O)=[O:19])[C:9]2[CH:16]=[CH:15][C:12]([O:13][CH3:14])=[CH:11][CH:10]=2)=[O:7])=[CH:4][CH:3]=1.[CH3:24][O:25][C:26]1[CH:31]=[CH:30][C:29]([NH:32][CH2:33][CH2:34][CH2:35][C:36]([O:38][CH3:39])=[O:37])=[CH:28][CH:27]=1>>[Cl:1][C:2]1[CH:23]=[CH:22][C:5]([C:6]([N:8]([CH:17]([CH3:21])[C:18]([N:32]([CH2:33][CH2:34][CH2:35][C:36]([O:38][CH3:39])=[O:37])[C:29]2[CH:28]=[CH:27][C:26]([O:25][CH3:24])=[CH:31][CH:30]=2)=[O:19])[C:9]2[CH:10]=[CH:11][C:12]([O:13][CH3:14])=[CH:15][CH:16]=2)=[O:7])=[CH:4][CH:3]=1. Reported procedure: Analogously to Example 1, by using equivalent quantities, reacting N-(p-chlorobenzoyl)-2-(p-anisidino)propionic acid and methyl 4-(p-anisidino)butyrate and suitable processing produces methyl N-[N-(p-chlorobenzoyl)-2-(p-anisidino)propionyl]-4-(p-anisidino)butyrate (oil), saponification of which and processing of the reaction product yields N-[N-(p-chlorobenzoyl)-2-(p-anisidino)propionyl]-4-(p-anisidino)butyric acid (M.P. 135° to 137°). Starting materials: COC(=O)c1ccc(NC(=O)C2CC(OC)CN2C(=O)OC(C)(C)C)cc1, ClCCl, O=C(O)C(F)(F)F. Product: COC(=O)c1ccc(NC(=O)C2CC(OC)CN2)cc1. RXN SMILES: [C:1]([O:2][C:3](=[O:4])[N:8]1[CH:9]([C:15]([NH:16][c:17]2[cH:18][cH:19][c:20]([C:23](=[O:24])[O:25][CH3:26])[cH:21][cH:22]2)=[O:27])[CH2:10][CH:11]([O:13][CH3:14])[CH2:12]1)([CH3:5])([CH3:6])[CH3:7].[Cl:35][CH2:36][Cl:37].[F:28][C:29]([F:30])([F:31])[C:32]([OH:33])=[O:34]>>[NH:8]1[CH:9]([C:15]([NH:16][c:17]2[cH:18][cH:19][c:20]([C:23](=[O:24])[O:25][CH3:26])[cH:21][cH:22]2)=[O:27])[CH2:10][CH:11]([O:13][CH3:14])[CH2:12]1. Starting materials: [H-].[Na+] (sodium hydride), [Cl-].[NH4+] (ammonium chloride), CI (methyl iodide), C(C1=CC=CC=C1)OCC1(CCN(CC1)C(=O)OC(C)(C)C)O (tert-butyl 4-[(benzyloxy)methyl]-4-hydroxypiperidine-1-carboxylate). The solvent is CCOC(=O)C (EtOAc), CN(C)C=O (DMF). Run at time 40 minute. Product: C(C1=CC=CC=C1)OCC1(CCN(CC1)C(=O)OC(C)(C)C)OC (tert-butyl 4-[(benzyloxy)methyl]-4-methoxypiperidine-1-carboxylate). Isolated yield 89.2%. RXN SMILES: [H-].[Na+].[CH2:3]([O:10][CH2:11][C:12]1([OH:25])[CH2:17][CH2:16][N:15]([C:18]([O:20][C:21]([CH3:24])([CH3:23])[CH3:22])=[O:19])[CH2:14][CH2:13]1)[C:4]1[CH:9]=[CH:8][CH:7]=[CH:6][CH:5]=1.[CH3:26]I.[Cl-].[NH4+]>CCOC(C)=O.CN(C=O)C>[CH2:3]([O:10][CH2:11][C:12]1([O:25][CH3:26])[CH2:17][CH2:16][N:15]([C:18]([O:20][C:21]([CH3:22])([CH3:24])[CH3:23])=[O:19])[CH2:14][CH2:13]1)[C:4]1[CH:9]=[CH:8][CH:7]=[CH:6][CH:5]=1 |f:0.1,4.5|. Procedure: 55% sodium hydride (4.06 g) was added under ice-cooling to a DMF (100 ml) solution of tert-butyl 4-[(benzyloxy)methyl]-4-hydroxypiperidine-1-carboxylate (9.96 g), and stirring was performed at 50° C. for 40 minutes. Under ice-cooling, methyl iodide (22.0 g) was added dropwise, and the mixture was stirred at room temperature for 4 hours. After adding a saturated ammonium chloride aqueous solution and purified water to the reaction liquid, extraction was performed with EtOAc. The organic layer was...